From a dataset of the Open Reaction Database (ORD), a public repository of structured organic reaction records. describe an organic reaction: reactants, conditions, products, and yield Reactants: BrC1=CC=C(C=O)C=C1 (4-bromobenzaldehyde), C(C)(=O)NCC(=O)O (N-acetyl-glycine), C(C)(=O)[O-].[Na+] (sodium acetate), C(C)(=O)OC(C)=O (acetic anhydride). Reaction conditions: time 1 hour. Product: BrC1=CC=C(C=C2N=C(OC2=O)C)C=C1 (4-(4-Bromobenzylidene)-2-methyloxazol-5(4H)-one). Isolated yield 64.0%. As a reaction SMILES: [Br:1][C:2]1[CH:9]=[CH:8][C:5]([CH:6]=O)=[CH:4][CH:3]=1.[C:10]([NH:13][CH2:14][C:15]([OH:17])=[O:16])(=O)[CH3:11].C([O-])(=O)C.[Na+].C(OC(=O)C)(=O)C>>[Br:1][C:2]1[CH:9]=[CH:8][C:5]([CH:6]=[C:14]2[C:15](=[O:16])[O:17][C:10]([CH3:11])=[N:13]2)=[CH:4][CH:3]=1 |f:2.3|. Procedure: A mixture of 4-bromobenzaldehyde (2.88 g, 35.10 mmol), N-acetyl-glycine (3.80 g, 32.40 mmol) and sodium acetate (2.88 g, 35.1 mmol) in acetic anhydride (13.79 g, 135 mmol), was refluxed for 1 h with continuous stirring. After cooling, the reaction was quenched with ice and vigorously stirred for 1 h in an ice bath to allow precipitation. Filtration afforded compound in 64% yield. Reactants: FC(C(=O)O)(F)F (trifluoro-acetic acid), C(C)(C)(C)OC(NCCN1C(NC=C1)=O)=O ([2-(2-oxo-2,3-dihydro-imidazol-1-yl)-ethyl]-carbamic acid tert-butyl ester). The solvent is ClCCl (dichloromethane). Run at time 3 hour. Yields the product FC(C(=O)O)(F)F.NCCN1C(NC=C1)=O (1-(2-Amino-ethyl)-1,3-dihydro-imidazol-2-one; compound with trifluoro-acetic acid). Reaction SMILES: [F:1][C:2]([F:7])([F:6])[C:3]([OH:5])=[O:4].C(OC(=O)[NH:14][CH2:15][CH2:16][N:17]1[CH:21]=[CH:20][NH:19][C:18]1=[O:22])(C)(C)C>ClCCl>[F:1][C:2]([F:7])([F:6])[C:3]([OH:5])=[O:4].[NH2:14][CH2:15][CH2:16][N:17]1[CH:21]=[CH:20][NH:19][C:18]1=[O:22] |f:3.4|. Procedure details: Add trifluoro-acetic acid (10 mL) to a solution of [2-(2-oxo-2,3-dihydro-imidazol-1-yl)-ethyl]-carbamic acid tert-butyl ester (2.5 g, 11 mmol) in dichloromethane (10 mL). Stir the mixture for 3 hours. Remove most of the solvent and trifluoro-acetic acid on a rotovap and dry the yellowish thick oil under vacuum to get the product. GCMS (EI) m/z 127 M+. Reactants: Cl.ClCC(=N)N (Chloroacetamidine hydrochloride), C(CC(=O)C)(=O)OC (methyl acetoacetate), [OH-].[Na+] (sodium hydroxide), Cl (hydrochloric acid). Solvent: CCOCC (ether). Run at time 1 hour. The product is ClCC1=NC(=CC(=N1)O)C (2-(chloromethyl)-4-hydroxy-6-methylpyrimidine), crystals. RXN SMILES: Cl.[Cl:2][CH2:3][C:4]([NH2:6])=[NH:5].[C:7](OC)(=[O:12])[CH2:8][C:9]([CH3:11])=O.[OH-].[Na+].Cl>CCOCC>[Cl:2][CH2:3][C:4]1[N:6]=[C:7]([OH:12])[CH:8]=[C:9]([CH3:11])[N:5]=1 |f:0.1,3.4|. Reported procedure: Chloroacetamidine hydrochloride (6.45 g, 0.05 mole), methyl acetoacetate (6.38 g, 0.055 mole) and 2 N aqueous sodium hydroxide solution (50 ml) were mixed and stirred for 1 hour at room temperature. The reaction solution was acidified (pH 4-5) with 6 N hydrochloric acid, followed by extraction with chloroform. The chloroform extract was dried over anhydrous sodium sulfate and concentrated under reduced pressure to obtain a brown crystal. The crystal was stirred in ether and then filtered to obta... The reactants are ClC1=NC(=C(C=C1C#N)C#N)Cl (2,6-dichloropyridine-3,5-dicarbonitrile), OCCCC(C)=O (5-hydroxypentan-2-one), B1(OCC2=C1C=CC(=C2)O)O (benzo[c][1,2]oxaborole-1,5(3H)-diol). Yields the product OB1OCC2=C1C=CC(=C2)OC2=NC(=C(C=C2C#N)C#N)OCCCC(C)=O (2-(1-Hydroxy-1,3-dihydrobenzo[c][1,2]oxaborol-5-yloxy)-6-(4-oxopentyloxy)pyridine-3,5-dicarbonitrile). As a reaction SMILES: Cl[C:2]1[C:7]([C:8]#[N:9])=[CH:6][C:5]([C:10]#[N:11])=[C:4](Cl)[N:3]=1.[OH:13][CH2:14][CH2:15][CH2:16][C:17](=[O:19])[CH3:18].[B:20]1([OH:30])[C:24]2[CH:25]=[CH:26][C:27]([OH:29])=[CH:28][C:23]=2[CH2:22][O:21]1>>[OH:30][B:20]1[C:24]2[CH:25]=[CH:26][C:27]([O:29][C:2]3[C:7]([C:8]#[N:9])=[CH:6][C:5]([C:10]#[N:11])=[C:4]([O:13][CH2:14][CH2:15][CH2:16][C:17](=[O:19])[CH3:18])[N:3]=3)=[CH:28][C:23]=2[CH2:22][O:21]1. Procedure: This compound was prepared from 2,6-dichloropyridine-3,5-dicarbonitrile, 5-hydroxypentan-2-one, and benzo[c][1,2]oxaborole-1,5(3H)-diol in a similar manner to that of D230. 1H-NMR (400 MHz, DMSO-d6) δ (ppm) 1.7-1.73 (m, 2H), 2.04 (s, 3H), 2.35 (t, J=5.4 Hz, 2H), 4.06 (t, J=5.1 Hz, 2H), 5.02 (s, 2H), 7.29 (dd, J=6.3, 1.5 Hz, 1H), 7.39 (d, J=1.2 Hz, 1H), 7.81 (d, J=6.0 Hz, 1H), 8.94 (s, 1H), 9.3 (s, 1H). Starting materials: C1CCOC1, COC(=O)c1cc2cnc(SC)nc2n1-c1ccc(F)cc1, [Na+], [OH-], O. Yields the product CSc1ncc2cc(C(=O)O)n(-c3ccc(F)cc3)c2n1. As a reaction SMILES: [CH2:25]1[O:26][CH2:27][CH2:28][CH2:29]1.[CH3:1][O:2][C:3](=[O:4])[c:5]1[cH:6][c:7]2[c:8]([n:9][c:10]([S:13][CH3:14])[n:11][cH:12]2)[n:15]1-[c:16]1[cH:17][cH:18][c:19]([F:22])[cH:20][cH:21]1.[Na+:24].[OH-:23].[OH2:30]>>[O:2]=[C:3]([OH:4])[c:5]1[cH:6][c:7]2[c:8]([n:9][c:10]([S:13][CH3:14])[n:11][cH:12]2)[n:15]1-[c:16]1[cH:17][cH:18][c:19]([F:22])[cH:20][cH:21]1.